Dataset: the Open Reaction Database (ORD), a public repository of structured organic reaction records. Task: describe an organic reaction: reactants, conditions, products, and yield Reactants: CC(=O)OC(C)=O, COCCOC, O=CO, Clc1ccc(NN=Cc2ccccc2)cc1. The product is O=CN(N=Cc1ccccc1)c1ccc(Cl)cc1. Reaction SMILES: [CH3:20][C:21]([O:22][C:23](=[O:24])[CH3:25])=[O:26].[CH3:27][O:28][CH2:29][CH2:30][O:31][CH3:32].[CH:17](=[O:18])[OH:19].[Cl:1][c:2]1[cH:3][cH:4][c:5]([NH:8][N:9]=[CH:10][c:11]2[cH:12][cH:13][cH:14][cH:15][cH:16]2)[cH:6][cH:7]1>>[Cl:1][c:2]1[cH:3][cH:4][c:5]([N:8]([N:9]=[CH:10][c:11]2[cH:12][cH:13][cH:14][cH:15][cH:16]2)[CH:17]=[O:18])[cH:6][cH:7]1. The reactants are ice water, CC(CC(C(=O)O)NC(CC1=CC=C(C=C1)NC(=O)NC1=C(C=CC=C1)C)=O)C (4-methyl-2-{2-[4-(3-o-tolyl-ureido)-phenyl]-acetylamino}-pentanoic acid), Cl.C(C1=CC=CC=C1)OC(CC(CN)O)=O (4-amino-3-hydroxy-butyric acid benzyl ester hydrochloride), C=1C=CC2=C(C1)N=NN2O (HOBT), CCN=C=NCCCN(C)C (EDCI). The solvent is CN(C)C=O (DMF), C(C)N(CC)CC (triethylamine). Reaction conditions: time 16 hour. Product: C(C1=CC=CC=C1)OC(CC(CNC(C(CC(C)C)NC(CC1=CC=C(C=C1)NC(=O)NC1=C(C=CC=C1)C)=O)=O)O)=O (3-Hydroxy-4-(4-methyl-2-{2-[4-(3-o-tolyl-ureido)-phenyl]-acetylamino}-pentanoylamino)-butyric acid benzyl ester). Yield: 54.8%. RXN SMILES: [CH3:1][CH:2]([CH3:29])[CH2:3][CH:4]([NH:8][C:9](=[O:28])[CH2:10][C:11]1[CH:16]=[CH:15][C:14]([NH:17][C:18]([NH:20][C:21]2[CH:26]=[CH:25][CH:24]=[CH:23][C:22]=2[CH3:27])=[O:19])=[CH:13][CH:12]=1)[C:5](O)=[O:6].Cl.[CH2:31]([O:38][C:39](=[O:45])[CH2:40][CH:41]([OH:44])[CH2:42][NH2:43])[C:32]1[CH:37]=[CH:36][CH:35]=[CH:34][CH:33]=1.C1C=CC2N(O)N=NC=2C=1.CCN=C=NCCCN(C)C>CN(C=O)C.C(N(CC)CC)C>[CH2:31]([O:38][C:39](=[O:45])[CH2:40][CH:41]([OH:44])[CH2:42][NH:43][C:5](=[O:6])[CH:4]([NH:8][C:9](=[O:28])[CH2:10][C:11]1[CH:16]=[CH:15][C:14]([NH:17][C:18]([NH:20][C:21]2[CH:26]=[CH:25][CH:24]=[CH:23][C:22]=2[CH3:27])=[O:19])=[CH:13][CH:12]=1)[CH2:3][CH:2]([CH3:29])[CH3:1])[C:32]1[CH:37]=[CH:36][CH:35]=[CH:34][CH:33]=1 |f:1.2|. Reported procedure: To a stirred solution of 4-methyl-2-{2-[4-(3-o-tolyl-ureido)-phenyl]-acetylamino}-pentanoic acid (3.6 g), 4-amino-3-hydroxy-butyric acid benzyl ester hydrochloride (1.6 g), triethylamine (1 ml) and HOBT (1.06 g) in DMF (50 ml) at room temperature was added EDCI (1.63 g). After stirring 16 h the mixture was poured into 1500 ml ice-water and stirred for 20 min. The resulting ppt was filtered and dried to give a creme colored solid. Recrystallization from EtOAc gave 2.1 g of the title compound as a... The reactants are NC=1N(C(C2(N1)CC(OC1=CC=C(C=C12)Br)C1=CC=CC=C1)=O)CC (2′-amino-6-bromo-1′-ethyl-2-phenylspiro[chroman-4,4′-imidazol]-5′(1′H)-one), C(#N)C1=CC=C(C=C1)B(O)O (4-cyanophenylboronic acid). The reagents and catalysts are C=1C=CC(=CC1)[P](C=2C=CC=CC2)(C=3C=CC=CC3)[Pd]([P](C=4C=CC=CC4)(C=5C=CC=CC5)C=6C=CC=CC6)([P](C=7C=CC=CC7)(C=8C=CC=CC8)C=9C=CC=CC9)[P](C=1C=CC=CC1)(C=1C=CC=CC1)C=1C=CC=CC1 (Pd(PPh3)4). Run in C1(=CC=CC=C1)C (toluene), C(=O)([O-])[O-].[Na+].[Na+] (Na2CO3). Yields the product NC=1N(C(C2(N1)CC(OC1=CC=C(C=C12)C=1C=C(C#N)C=CC1)C1=CC=CC=C1)=O)CC (3-(2′-amino-1′-ethyl-5′-oxo-2-phenyl-1′,5′-dihydrospiro[chroman-4,4′-imidazole]-6-yl)benzonitrile). The yield is 4.2%. Reaction SMILES: [NH2:1][C:2]1[N:3]([CH2:24][CH3:25])[C:4](=[O:23])[C:5]2([C:15]3[C:10](=[CH:11][CH:12]=[C:13](Br)[CH:14]=3)[O:9][CH:8]([C:17]3[CH:22]=[CH:21][CH:20]=[CH:19][CH:18]=3)[CH2:7]2)[N:6]=1.[C:26]([C:28]1[CH:33]=[CH:32][C:31](B(O)O)=[CH:30][CH:29]=1)#[N:27]>C1(C)C=CC=CC=1.C([O-])([O-])=O.[Na+].[Na+].C1C=CC([P]([Pd]([P](C2C=CC=CC=2)(C2C=CC=CC=2)C2C=CC=CC=2)([P](C2C=CC=CC=2)(C2C=CC=CC=2)C2C=CC=CC=2)[P](C2C=CC=CC=2)(C2C=CC=CC=2)C2C=CC=CC=2)(C2C=CC=CC=2)C2C=CC=CC=2)=CC=1>[NH2:1][C:2]1[N:3]([CH2:24][CH3:25])[C:4](=[O:23])[C:5]2([C:15]3[C:10](=[CH:11][CH:12]=[C:13]([C:30]4[CH:29]=[C:28]([CH:33]=[CH:32][CH:31]=4)[C:26]#[N:27])[CH:14]=3)[O:9][CH:8]([C:17]3[CH:22]=[CH:21][CH:20]=[CH:19][CH:18]=3)[CH2:7]2)[N:6]=1 |f:3.4.5,^1:53,55,74,93|. Reported procedure: Pd(PPh3)4 (40 mg, 0.10 mmol) in a 10 mL flask under Ar was treated sequentially with 2′-amino-6-bromo-1′-ethyl-2-phenylspiro[chroman-4,4′-imidazol]-5′(1′H)-one (42 mg, 0.10 mmol) in toluene (5 mL), Na2CO3 (2 N, 2 mL), and 4-cyanophenylboronic acid (31 mg, 0.21 mmol). The mixture refluxed under Ar overnight. The reaction mixture was concentrated in vacuo to give a residue, which was purified by preparative TLC followed by preparative HPLC to give pure 3-(2′-amino-1′-ethyl-5′-oxo-2-phenyl-1′,5′-di... Starting materials: C(C1=CC=CC=C1)OC1=CC=C(C=C1)C=COC (1-(4-benzyloxyphenyl)-2-methoxyethylene), [N+](=O)([O-])C1=CC=C(O1)C=O (5-nitrofuran-2-aldehyde). The reagents and catalysts are C(C)OCC.FB(F)F (diethyl ether trifluoroborane). The solvent is C1=CC=CC=C1 (benzene), C1=CC=CC=C1 (benzene). Conditions: time 2 hour. Product: C(C1=CC=CC=C1)OC1=CC=C(C=C1)C(C=O)=CC=1OC(=CC1)[N+](=O)[O-] (2-(4-benzyloxyphenyl)-3-(5-nitro-2-furyl)acrolein). Reaction SMILES: [CH2:1]([O:8][C:9]1[CH:14]=[CH:13][C:12]([CH:15]=[CH:16][O:17]C)=[CH:11][CH:10]=1)[C:2]1[CH:7]=[CH:6][CH:5]=[CH:4][CH:3]=1.[N+:19]([C:22]1[O:26][C:25]([CH:27]=O)=[CH:24][CH:23]=1)([O-:21])=[O:20]>C1C=CC=CC=1.C(OCC)C.FB(F)F>[CH2:1]([O:8][C:9]1[CH:10]=[CH:11][C:12]([C:15](=[CH:27][C:25]2[O:26][C:22]([N+:19]([O-:21])=[O:20])=[CH:23][CH:24]=2)[CH:16]=[O:17])=[CH:13][CH:14]=1)[C:2]1[CH:3]=[CH:4][CH:5]=[CH:6][CH:7]=1 |f:3.4|. Procedure details: 6.4 g of 1-(4-benzyloxyphenyl)-2-methoxyethylene, diluted with 10 cc of benzene, are added dropwise at 0°-5° to 11.15 g of 5-nitrofuran-2-aldehyde in 30 cc of dry benzene after the addition of a few drops of diethyl ether/trifluoroborane. The mixture is stirred at 40° for 11/2 hours, is washed with a 5% aqueous sodium acetate solution and with water, dried with magnesium sulphate and concentrated by evaporation. The residue is heated to 90° for 4 hours with 10% hydrochloric acid and glacial acet... Starting materials: BrC=1C=C2C=C(NC2=CC1)CCN1[C@@H](CCC1)C (5-bromo-2-[2-(2-(R)-methyl-pyrrolidin-1-yl)-ethyl]-1H-indole), C(=O)([O-])[O-].[Cs+].[Cs+] (Cs2CO3), [F-].[Cs+] (CsF), C(#N)C1=CC=C(C=C1)B(O)O (4-cyanophenylboronic acid), C1(CCCCC1)P(C1=C(C=CC=C1)C1=CC=CC=C1)C1CCCCC1 (2-dicyclohexylphosphino(biphenyl)), 5-bromo. Reagents/catalysts: C=1C=CC(=CC1)/C=C/C(=O)/C=C/C2=CC=CC=C2.C=1C=CC(=CC1)/C=C/C(=O)/C=C/C2=CC=CC=C2.C=1C=CC(=CC1)/C=C/C(=O)/C=C/C2=CC=CC=C2.[Pd].[Pd] (Pd2(dba)3). Run in C1(=CC=CC=C1)C (toluene), O (H2O). Conditions: temperature 65 celsius. Product: C[C@H]1N(CCC1)CCC=1NC2=CC=C(C=C2C1)C1=CC=C(C#N)C=C1 (4-{2-[2-(2-(R)-Methyl-pyrrolidin-1-yl)-ethyl]-1H-indol-5-yl}-benzonitrile). The yield is 44.9%. RXN SMILES: C([O-])([O-])=O.[Cs+].[Cs+].[F-].[Cs+].[C:9]([C:11]1[CH:16]=[CH:15][C:14](B(O)O)=[CH:13][CH:12]=1)#[N:10].Br[C:21]1[CH:22]=[C:23]2[C:27](=[CH:28][CH:29]=1)[NH:26][C:25]([CH2:30][CH2:31][N:32]1[CH2:36][CH2:35][CH2:34][C@H:33]1[CH3:37])=[CH:24]2.C1(P(C2CCCCC2)C2C=CC=CC=2C2C=CC=CC=2)CCCCC1>C1C=CC(/C=C/C(/C=C/C2C=CC=CC=2)=O)=CC=1.C1C=CC(/C=C/C(/C=C/C2C=CC=CC=2)=O)=CC=1.C1C=CC(/C=C/C(/C=C/C2C=CC=CC=2)=O)=CC=1.[Pd].[Pd].C1(C)C=CC=CC=1.O>[CH3:37][C@@H:33]1[CH2:34][CH2:35][CH2:36][N:32]1[CH2:31][CH2:30][C:25]1[NH:26][C:27]2[C:23]([CH:24]=1)=[CH:22][C:21]([C:14]1[CH:15]=[CH:16][C:11]([C:9]#[N:10])=[CH:12][CH:13]=1)=[CH:29][CH:28]=2 |f:0.1.2,3.4,8.9.10.11.12|. Procedure details: A reaction flask was charged with Cs2CO3 (1.14 g, 3.5 mmol), CsF (0.38 g, 2.5 mmol), 4-cyanophenylboronic acid (425 mg, 2.5 mmol), and H2O (10 mL) followed by a toluene solution (10 mL) of 5-bromo-2-[2-(2-(R)-methyl-pyrrolidin-1-yl)-ethyl]-1H-indole (307 mg, 1.0 mmol). The resulting mixture was purged with nitrogen. To the reaction mixture was then added 2-dicyclohexylphosphino(biphenyl) (35 mg, 0.1 mmol) and Pd2(dba)3 (46 mg, 0.05 mmol). The resulting reaction mixture was then heated to 65° C. ... The reactants are O(C1=CC=CC=C1)C1=CC=C(C=C1)O (4-phenoxyphenol), ClCC1=NC(=NO1)C1CC1 (5-chloromethyl-3-cyclopropyl-1,2,4-oxadiazole), [H-].[Na+] (sodium hydride), [H][H] (hydrogen). Run in CN(C=O)C (dimethylformamide), CN(C=O)C (dimethylformamide). Run at temperature 80 celsius, time 8 hour. The product is C1(CC1)C1=NOC(=N1)COC1=CC=C(C=C1)OC1=CC=CC=C1 (3-cyclopropyl-5-[(4-phenoxyphenoxy)-methyl]-1,2,4-oxadiazole). Isolated yield 86.6%. Reaction SMILES: [O:1]([C:8]1[CH:13]=[CH:12][C:11]([OH:14])=[CH:10][CH:9]=1)[C:2]1[CH:7]=[CH:6][CH:5]=[CH:4][CH:3]=1.[H-].[Na+].[H][H].Cl[CH2:20][C:21]1[O:25][N:24]=[C:23]([CH:26]2[CH2:28][CH2:27]2)[N:22]=1>CN(C)C=O>[CH:26]1([C:23]2[N:22]=[C:21]([CH2:20][O:14][C:11]3[CH:10]=[CH:9][C:8]([O:1][C:2]4[CH:7]=[CH:6][CH:5]=[CH:4][CH:3]=4)=[CH:13][CH:12]=3)[O:25][N:24]=2)[CH2:28][CH2:27]1 |f:1.2|. Reported procedure: While cooling, 5.58 g of 4-phenoxyphenol as a solution in 30 ml of absolute dimethylformamide is dripped into 1 g of 80% strength sodium hydride in 25 ml of absolute dimethylformamide. Upon completion of hydrogen evolution, 4.76 g of 5-chloromethyl-3-cyclopropyl-1,2,4-oxadiazole is dripped in and the mixture is stirred for 8 hours at 80° C. After the solvent has been removed, the residue is slurried in 250 ml of water, extracted three times, each time with 100 ml of ether, and the combined ethe ... The reactants are COC1=CC=C(C(=O)O)C=C1 (4-methoxybenzoic acid), C(C)O (ethanol), N,N'-carbonyldiimidazole, NC1=NC2=NC(=CC=C2C=C1)OC1=C(C=CC=C1)Cl (2-amino-7-(2-chlorophenoxy)-1,8-naphthyridine). Run in O (water). Reaction conditions: temperature 4 celsius. Yields the product ClC1=C(OC2=CC=C3C=CC(=NC3=N2)NC(C2=CC=C(C=C2)OC)=O)C=CC=C1 (N-[7-(2-chlorophenoxy)-1.8-naphthyridin-2-yl]-4-methoxybenzamide). The yield is 64.4%. As a reaction SMILES: [CH3:1][O:2][C:3]1[CH:11]=[CH:10][C:6]([C:7]([OH:9])=O)=[CH:5][CH:4]=1.[NH2:12][C:13]1[CH:22]=[CH:21][C:20]2[C:15](=[N:16][C:17]([O:23][C:24]3[CH:29]=[CH:28][CH:27]=[CH:26][C:25]=3[Cl:30])=[CH:18][CH:19]=2)[N:14]=1.C(O)C>O>[Cl:30][C:25]1[CH:26]=[CH:27][CH:28]=[CH:29][C:24]=1[O:23][C:17]1[N:16]=[C:15]2[C:20]([CH:21]=[CH:22][C:13]([NH:12][C:7](=[O:9])[C:6]3[CH:5]=[CH:4][C:3]([O:2][CH3:1])=[CH:11][CH:10]=3)=[N:14]2)=[CH:19][CH:18]=1. Procedure details: The procedure is similar to that described in Example 1, but starting with 4-methoxybenzoic acid (16.4 g), N,N'-carbonyldiimidazole (17.5 g) and 2-amino-7-(2-chlorophenoxy)-1,8-naphthyridine (18.5 g). The product produced by precipitation in water (28 g; m.p. approximately 80° C.) is dissolved in boiling ethanol (800 cc). After 15 hours' cooling at 4° C., the crystallised solid is separated by filtration, washed with ethanol (2×20 cc) and dried at 40° C. under reduced pressure (0.067 kPa). N-[7-...